From a dataset of the Open Reaction Database (ORD), a public repository of structured organic reaction records. describe an organic reaction: reactants, conditions, products, and yield Procedure: A mixture of diethyl 4-aminobenzylphosphonate (0.83 g), (E)-3-(5-phenyl-4-isoxazolyl)propenoic acid (0.69 g), 1-hydroxy-1H-1,2,3-benzotriazole hydrate (0.54 g), 1-ethyl-3-(3-dimethylaminopropyl)carbodiimide hydrochloride (0.65 g) and N,N-dimethylformamide (30 ml) was stirred at room temperature overnight. The reaction mixture was poured into water and the mixture was extracted with ethyl acetate. The ethyl acetate layer was washed with dilute hydrochloric acid, saturated aqueous sodium hydrogenc... The solvent is CN(C=O)C (N,N-dimethylformamide), O (water). Yields the product C(C)OP(=O)(OCC)CC1=CC=C(C=C1)NC(\C=C\C=1C=NOC1C1=CC=CC=C1)=O ((E)-N-(4-diethylphosphonomethylphenyl)-3-(5-phenyl-4-isoxazolyl)propenamide). Reaction conditions: time 8 hour. The yield is 60.9%. Reaction SMILES: [NH2:1][C:2]1[CH:16]=[CH:15][C:5]([CH2:6][P:7](=[O:14])([O:11][CH2:12][CH3:13])[O:8][CH2:9][CH3:10])=[CH:4][CH:3]=1.[C:17]1([C:23]2[O:27][N:26]=[CH:25][C:24]=2/[CH:28]=[CH:29]/[C:30](O)=[O:31])[CH:22]=[CH:21][CH:20]=[CH:19][CH:18]=1.O.ON1C2C=CC=CC=2N=N1.Cl.C(N=C=NCCCN(C)C)C>O.CN(C)C=O>[CH2:12]([O:11][P:7]([CH2:6][C:5]1[CH:4]=[CH:3][C:2]([NH:1][C:30](=[O:31])/[CH:29]=[CH:28]/[C:24]2[CH:25]=[N:26][O:27][C:23]=2[C:17]2[CH:18]=[CH:19][CH:20]=[CH:21][CH:22]=2)=[CH:16][CH:15]=1)([O:8][CH2:9][CH3:10])=[O:14])[CH3:13] |f:2.3,4.5|. The reactants are NC1=CC=C(CP(OCC)(OCC)=O)C=C1 (diethyl 4-aminobenzylphosphonate), C1(=CC=CC=C1)C1=C(C=NO1)/C=C/C(=O)O ((E)-3-(5-phenyl-4-isoxazolyl)propenoic acid), O.ON1N=NC2=C1C=CC=C2 (1-hydroxy-1H-1,2,3-benzotriazole hydrate), Cl.C(C)N=C=NCCCN(C)C (1-ethyl-3-(3-dimethylaminopropyl)carbodiimide hydrochloride).